Dataset: the Open Reaction Database (ORD), a public repository of structured organic reaction records. Task: describe an organic reaction: reactants, conditions, products, and yield Starting materials: C1CCOC1, CCCCCCCCCCOCCCC1(c2ccc(OC)cc2)OCCO1, Cl. Product: CCCCCCCCCCOCCCC(=O)c1ccc(OC)cc1. As a reaction SMILES: [CH2:29]1[O:30][CH2:31][CH2:32][CH2:33]1.[CH2:2]([CH2:3][CH2:4][CH2:5][CH2:6][CH2:7][CH2:8][CH2:9][CH2:10][CH3:11])[O:12][CH2:13][CH2:14][CH2:15][C:16]1([c:21]2[cH:22][cH:23][c:24]([O:27][CH3:28])[cH:25][cH:26]2)[O:17][CH2:20][CH2:19][O:18]1.[ClH:1]>>[CH2:2]([CH2:3][CH2:4][CH2:5][CH2:6][CH2:7][CH2:8][CH2:9][CH2:10][CH3:11])[O:12][CH2:13][CH2:14][CH2:15][C:16](=[O:17])[c:21]1[cH:22][cH:23][c:24]([O:27][CH3:28])[cH:25][cH:26]1. The reactants are C(C1=CC=CC=C1)(=O)NC1=C(C(=O)OC(C)(C)C)C=CC(=C1)C1=C(C=CC=C1F)Cl (tert-butyl 2-(benzamido)-4-(2-chloro-6-fluorophenyl)benzoate). Solvent: FC(C(=O)O)(F)F (trifluoroacetic acid). Reaction conditions: time 2 hour. Product: C(C1=CC=CC=C1)(=O)NC1=C(C(=O)O)C=CC(=C1)C1=C(C=CC=C1F)Cl (2-(benzamido)-4-(2-chloro-6-fluorophenyl)benzoic acid). RXN SMILES: [C:1]([NH:9][C:10]1[CH:22]=[C:21]([C:23]2[C:28]([F:29])=[CH:27][CH:26]=[CH:25][C:24]=2[Cl:30])[CH:20]=[CH:19][C:11]=1[C:12]([O:14]C(C)(C)C)=[O:13])(=[O:8])[C:2]1[CH:7]=[CH:6][CH:5]=[CH:4][CH:3]=1>FC(F)(F)C(O)=O>[C:1]([NH:9][C:10]1[CH:22]=[C:21]([C:23]2[C:28]([F:29])=[CH:27][CH:26]=[CH:25][C:24]=2[Cl:30])[CH:20]=[CH:19][C:11]=1[C:12]([OH:14])=[O:13])(=[O:8])[C:2]1[CH:3]=[CH:4][CH:5]=[CH:6][CH:7]=1. Reported procedure: 10 mL of trifluoroacetic acid was added to the obtained tert-butyl 2-(benzamido)-4-(2-chloro-6-fluorophenyl)benzoate and stirred at room temperature for 2 hours. The solvent was evaporated under reduced pressure and toluene was added. The solvent was evaporated under reduced pressure and the obtained residue was purified with reversed-phase silica gel column chromatography [eluent; 70-100% acetonitrile/0.1% trifluoroacetic acid aqueous solution] to obtain 5.8 mg of 2-(benzamido)-4-(2-chloro-6-fl... Reactants: CO, ClC(Cl)Cl, [Li+], COC(=O)C(N)Cc1ccco1, N, [Na+], O=C([O-])O, C1COCCO1, [OH-], O=C(Cl)OCC1c2ccccc2-c2ccccc21. The product is NC(Cc1ccco1)C(=O)O. As a reaction SMILES: [CH3:19][OH:20].[Cl:15][CH:16]([Cl:17])[Cl:18].[Li+:14].[NH2:1][CH:2]([C:3](=[O:4])[O:5][CH3:6])[CH2:7][c:8]1[o:9][cH:10][cH:11][cH:12]1.[NH3:21].[Na+:26].[O-:22][C:23]([OH:24])=[O:25].[O:45]1[CH2:46][CH2:47][O:48][CH2:49][CH2:50]1.[OH-:13].[cH:27]1[c:28]2[c:41]([cH:42][cH:43][cH:44]1)-[c:36]1[c:35]([cH:40][cH:39][cH:38][cH:37]1)[CH:29]2[CH2:30][O:31][C:32]([Cl:33])=[O:34]>>[NH2:1][CH:2]([C:3](=[O:4])[OH:5])[CH2:7][c:8]1[o:9][cH:10][cH:11][cH:12]1. Reactants: C=C(C)C(=O)Nc1ccc([N+](=O)[O-])c(C)c1, Cc1cc(C(C)(C)C)c(O)c(C(C)(C)C)c1, O=C(OO)c1cccc(Cl)c1, ClCCCl. Product: Cc1cc(NC(=O)C2(C)CO2)ccc1[N+](=O)[O-]. Reaction SMILES: [CH3:12][C:13]([C:14](=[O:15])[NH:16][c:17]1[cH:18][c:19]([CH3:26])[c:20]([N+:23](=[O:24])[O-:25])[cH:21][cH:22]1)=[CH2:27].[CH3:28][c:29]1[cH:30][c:31]([C:32]([CH3:33])([CH3:34])[CH3:35])[c:36]([OH:37])[c:38]([C:39]([CH3:40])([CH3:41])[CH3:42])[cH:43]1.[Cl:1][c:2]1[cH:3][c:4]([C:9](=[O:6])[O:10][OH:11])[cH:5][cH:7][cH:8]1.[Cl:44][CH2:45][CH2:46][Cl:47]>>[O:6]1[C:13]([CH3:12])([C:14](=[O:15])[NH:16][c:17]2[cH:18][c:19]([CH3:26])[c:20]([N+:23](=[O:24])[O-:25])[cH:21][cH:22]2)[CH2:27]1. Starting materials: ClC1=NC2=CC=C(C=C2C=C1C(=O)O)Cl (2,6-dichloroquinoline-3-carboxylic acid), C(=O)(OCC1=CC=CC=C1)NCCCC[C@H](N)C(=O)O (N(ε)-Cbz-L-lysine). The product is C(C1=CC=CC=C1)OC(=O)NCCCC[C@@H](C(=O)O)NC1=NC2=CC=C(C=C2C=C1C(=O)O)Cl (2-((S)-5-Benzyloxycarbonylamino-1-carboxy-pentylamino)-6-chloro-quinoline-3-carboxylic acid). The yield is 43.0%. Reaction SMILES: Cl[C:2]1[C:11]([C:12]([OH:14])=[O:13])=[CH:10][C:9]2[C:4](=[CH:5][CH:6]=[C:7]([Cl:15])[CH:8]=2)[N:3]=1.[C:16]([NH:26][CH2:27][CH2:28][CH2:29][CH2:30][C@@H:31]([C:33]([OH:35])=[O:34])[NH2:32])([O:18][CH2:19][C:20]1[CH:25]=[CH:24][CH:23]=[CH:22][CH:21]=1)=[O:17]>>[CH2:19]([O:18][C:16]([NH:26][CH2:27][CH2:28][CH2:29][CH2:30][C@H:31]([NH:32][C:2]1[C:11]([C:12]([OH:14])=[O:13])=[CH:10][C:9]2[C:4](=[CH:5][CH:6]=[C:7]([Cl:15])[CH:8]=2)[N:3]=1)[C:33]([OH:35])=[O:34])=[O:17])[C:20]1[CH:21]=[CH:22][CH:23]=[CH:24][CH:25]=1. Procedure details: In close analogy to the procedure described in Example 1, 2,6-dichloroquinoline-3-carboxylic acid is reacted with N(ε)-Cbz-L-lysine to provide the title compound in 43% yield as yellow needles (recrystallization from EtOH/water). Starting materials: ClC(Cl)Cl, CC(=O)c1ccc(-c2ccc([N+](=O)[O-])cc2)o1, O=S(=O)(Cl)Cl. The product is O=C(CCl)c1ccc(-c2ccc([N+](=O)[O-])cc2)o1. As a reaction SMILES: [CH:23]([Cl:24])([Cl:25])[Cl:26].[N+:6](=[O:7])([O-:8])[c:9]1[cH:10][cH:11][c:12](-[c:15]2[cH:16][cH:17][c:18]([C:20](=[O:21])[CH3:22])[o:19]2)[cH:13][cH:14]1.[S:1]([Cl:2])(=[O:3])([Cl:4])=[O:5]>>[Cl:4][CH2:22][C:20]([c:18]1[cH:17][cH:16][c:15](-[c:12]2[cH:11][cH:10][c:9]([N+:6](=[O:7])[O-:8])[cH:14][cH:13]2)[o:19]1)=[O:21].